This data is from the Open Reaction Database (ORD), a public repository of structured organic reaction records. The task is: describe an organic reaction: reactants, conditions, products, and yield Reagents/catalysts: FC(C(=O)[O-])(F)F.[Ag+] (silver trifluoroacetate). Product: C(=O)(O)CC1=CC=C(C=C1)C1C(CN(CC1)C(=O)OCC1=CC=CC=C1)OCC=1C=CC2=C(N(CCO2)CCCOC)C1 (Benzyl 4-(4-carboxymethylphenyl)-3-[4-(3-methoxypropyl)-3,4-dihydro-2H-benzo[1,4]oxazin-6-ylmethoxy]piperidine-1-carboxylate). Procedure: The solution of 0.228 g of benzyl 4-[4-(2-diazoacetyl)phenyl]-3-[4-(3-methoxypropyl)-3,4-dihydro-2H-benzo[1,4]oxazin-6-ylmethoxy]piperidine-1-carboxylate in 3.5 ml of tetrahydrofuran is cooled to −15° C., protected from light and admixed with a solution of 0.025 g of silver trifluoroacetate in 0.153 ml of triethylamine, then 0.4 ml of water. The reaction mixture is stirred at −10° C. for 30 minutes, then at 15° C. for 24 hours, and concentrated by evaporation. The residue is dissolved in 10 ml o... Conditions: temperature -10 celsius, time 30 minute. Run in C(C)N(CC)CC (triethylamine). Starting materials: [N+](=[N-])=CC(=O)C1=CC=C(C=C1)C1C(CN(CC1)C(=O)OCC1=CC=CC=C1)OCC=1C=CC2=C(N(CCO2)CCCOC)C1 (benzyl 4-[4-(2-diazoacetyl)phenyl]-3-[4-(3-methoxypropyl)-3,4-dihydro-2H-benzo[1,4]oxazin-6-ylmethoxy]piperidine-1-carboxylate), O1CCCC1 (tetrahydrofuran), O (water). RXN SMILES: [N+](=CC(C1C=[CH:10][C:9]([CH:12]2[CH2:17][CH2:16][N:15]([C:18]([O:20][CH2:21][C:22]3[CH:27]=[CH:26][CH:25]=[CH:24][CH:23]=3)=[O:19])[CH2:14][CH:13]2[O:28][CH2:29][C:30]2[CH:31]=[CH:32][C:33]3[O:38][CH2:37][CH2:36][N:35]([CH2:39][CH2:40][CH2:41][O:42][CH3:43])[C:34]=3[CH:44]=2)=[CH:8][CH:7]=1)=O)=[N-].[OH2:45].[O:46]1[CH2:50][CH2:49][CH2:48][CH2:47]1>C(N(CC)CC)C.FC(F)(F)C([O-])=O.[Ag+]>[C:50]([CH2:49][C:48]1[CH:7]=[CH:8][C:9]([CH:12]2[CH2:17][CH2:16][N:15]([C:18]([O:20][CH2:21][C:22]3[CH:23]=[CH:24][CH:25]=[CH:26][CH:27]=3)=[O:19])[CH2:14][CH:13]2[O:28][CH2:29][C:30]2[CH:31]=[CH:32][C:33]3[O:38][CH2:37][CH2:36][N:35]([CH2:39][CH2:40][CH2:41][O:42][CH3:43])[C:34]=3[CH:44]=2)=[CH:10][CH:47]=1)([OH:46])=[O:45] |f:4.5|. Reactants: O1C(OCC1)C1=CC=C(C=C1)C1=NC2=CC=NC(=C2C=C1C1=CC=CC=C1)C=1C=NNC1 (2-[4-(1,3-dioxolan-2-yl)phenyl]-3-phenyl-5-(1H-pyrazol-4-yl)-1,6-naphthyridine), Cl (HCl). Solvent: CN1CCCC1=O (NMP). Reaction conditions: temperature 80 celsius. The product is C1(=CC=CC=C1)C=1C(=NC2=CC=NC(=C2C1)C=1C=NNC1)C1=CC=C(C=O)C=C1 (4-[3-phenyl-5-(1H-pyrazol-4-yl)-1,6-naphthyridin-2-yl]benzaldehyde). As a reaction SMILES: [O:1]1CCO[CH:2]1[C:6]1[CH:11]=[CH:10][C:9]([C:12]2[C:21]([C:22]3[CH:27]=[CH:26][CH:25]=[CH:24][CH:23]=3)=[CH:20][C:19]3[C:14](=[CH:15][CH:16]=[N:17][C:18]=3[C:28]3[CH:29]=[N:30][NH:31][CH:32]=3)[N:13]=2)=[CH:8][CH:7]=1.Cl>CN1C(=O)CCC1>[C:22]1([C:21]2[C:12]([C:9]3[CH:8]=[CH:7][C:6]([CH:2]=[O:1])=[CH:11][CH:10]=3)=[N:13][C:14]3[C:19]([CH:20]=2)=[C:18]([C:28]2[CH:29]=[N:30][NH:31][CH:32]=2)[N:17]=[CH:16][CH:15]=3)[CH:27]=[CH:26][CH:25]=[CH:24][CH:23]=1. Reported procedure: To a solution of 2-[4-(1,3-dioxolan-2-yl)phenyl]-3-phenyl-5-(1H-pyrazol-4-yl)-1,6-naphthyridine (1-2) (1.0 g, 2.4 mmol) in NMP (25 mL) was added 6N HCl (10 mL). The reaction was heated at 80° C. for 1 hour. The reaction mixture was cooled to room temperature, slowly quenched into saturated sodium bicarbonate and extracted with ethyl acetate. The combined organic layers were dried over sodium sulfate, filtered and concentrated under vacuum to give 4-[3-phenyl-5-(1H-pyrazol-4-yl)-1,6-naphthyridin-... Starting materials: C(CCC)C1=NC=2C(=NC=CC2C)N1CC1=CC(=C(C=C1)N1C(=CC=C1)C1=NN=NN1)[N+](=O)[O-] (2-butyl-7-methyl-3-[3-nitro-4-[2-(1H-tetrazol-5-yl)-1-pyrrolyl]benzyl]-3H-imidazo[4,5-b]pyridine). The reagents and catalysts are [Pd] (palladium on carbon). The solvent is CO (methanol). Conditions: time 5 hour. Product: NC=1C=C(CN2C(=NC=3C2=NC=CC3C)CCCC)C=CC1N1C(=CC=C1)C1=NN=NN1 (3-[3-amino-4-[2-(1H-tetrazol-5-yl)1-pyrrolyl]benzyl]-2-butyl-7-methyl-3H-imidazo[4,5-b]pyridine). Yield: 95.9%. RXN SMILES: [CH2:1]([C:5]1[N:14]([CH2:15][C:16]2[CH:21]=[CH:20][C:19]([N:22]3[CH:26]=[CH:25][CH:24]=[C:23]3[C:27]3[NH:31][N:30]=[N:29][N:28]=3)=[C:18]([N+:32]([O-])=O)[CH:17]=2)[C:8]2=[N:9][CH:10]=[CH:11][C:12]([CH3:13])=[C:7]2[N:6]=1)[CH2:2][CH2:3][CH3:4]>[Pd].CO>[NH2:32][C:18]1[CH:17]=[C:16]([CH:21]=[CH:20][C:19]=1[N:22]1[CH:26]=[CH:25][CH:24]=[C:23]1[C:27]1[NH:31][N:30]=[N:29][N:28]=1)[CH2:15][N:14]1[C:8]2=[N:9][CH:10]=[CH:11][C:12]([CH3:13])=[C:7]2[N:6]=[C:5]1[CH2:1][CH2:2][CH2:3][CH3:4]. Procedure details: A mixture of 2-butyl-7-methyl-3-[3-nitro-4-[2-(1H-tetrazol-5-yl)-1-pyrrolyl]benzyl]-3H-imidazo[4,5-b]pyridine (145 mg), 10% palladium on carbon (30 mg), and methanol (5 ml) was stirred at room temperature for 5 hours under hydrogen atmosphere (4 atom). After vacuum filtration, the filtrate was evaporated in vacuo to give a yellow residue of 3-[3-amino-4-[2-(1H-tetrazol-5-yl)1-pyrrolyl]benzyl]-2-butyl-7-methyl-3H-imidazo[4,5-b]pyridine (130 mg). This residue was treated with acetic anhydride (1 m... Reactants: C(=C)OCCONC(=O)C1=C(C=2C=NC=CC2N1CCO[Si](C(C)C)(C(C)C)C(C)C)NC1=C(C=C(C=C1)I)F (3-(2-fluoro-4-iodo-phenylamino)-1-(2-triisopropylsilanyloxy-ethyl)-1H-pyrrolo[3,2-c]pyridine-2-carboxylic acid (2-vinyloxy-ethoxy)-amide), solution, [F-].C(C)(C)(C)[NH3+] (tert-butylammonium fluoride). The solvent is C1CCOC1 (THF), C1CCOC1 (THF). Reaction conditions: time 1 hour. The product is OCCONC(=O)C1=C(C=2C=NC=CC2N1CCO)NC1=C(C=C(C=C1)I)F (3-(2-Fluoro-4-iodo-phenylamino)-1-(2-hydroxy-ethyl)-1H-pyrrolo[3,2-c]pyridine-2-carboxylic acid (2-hydroxy-ethoxy)-amide), solid. Isolated yield 38.0%. RXN SMILES: C([O:3][CH2:4][CH2:5][O:6][NH:7][C:8]([C:10]1[N:18]([CH2:19][CH2:20][O:21][Si](C(C)C)(C(C)C)C(C)C)[C:17]2[CH:16]=[CH:15][N:14]=[CH:13][C:12]=2[C:11]=1[NH:32][C:33]1[CH:38]=[CH:37][C:36]([I:39])=[CH:35][C:34]=1[F:40])=[O:9])=C.[F-].C([NH3+])(C)(C)C>C1COCC1>[OH:3][CH2:4][CH2:5][O:6][NH:7][C:8]([C:10]1[N:18]([CH2:19][CH2:20][OH:21])[C:17]2[CH:16]=[CH:15][N:14]=[CH:13][C:12]=2[C:11]=1[NH:32][C:33]1[CH:38]=[CH:37][C:36]([I:39])=[CH:35][C:34]=1[F:40])=[O:9] |f:1.2|. Procedure: To a solution of 3-(2-fluoro-4-iodo-phenylamino)-1-(2-triisopropylsilanyloxy-ethyl)-1H-pyrrolo[3,2-c]pyridine-2-carboxylic acid (2-vinyloxy-ethoxy)-amide (58 mg, 0.085 mmol) in THF (2 mL) was added a 1M solution of tert-butylammonium fluoride in THF (0.1 mL, 0.1 mmol). The reaction mixture was stirred at room temperature for 1 hour and passed through a 5 g SCX-2 cartridge eluting with MeOH then 2M solution of ammonia in MeOH. The appropriate fractions were combined and concentrated to give a res... Starting materials: CC(C=O)(COCC1=CC(=CC=C1)OC1=CC=CC=C1)C (2,2-dimethyl-3-(3-phenoxybenzyloxy)propan-1-al), C1(=CC=CC=C1)P(C1=CC=CC=C1)C1=CC=CC=C1 (triphenylphosphine), C(Cl)(Cl)(Cl)Cl (carbon tetrachloride). Reagents/catalysts: [Zn] (zinc). The solvent is petroleum ether. The product is CC(COCC1=CC(=CC=C1)OC1=CC=CC=C1)(C=C(Cl)Cl)C (2,2-dimethyl-1-(3-phenoxybenzyloxy)-4,4-dichlorobut-3-ene). RXN SMILES: [CH3:1][C:2]([CH3:21])([CH2:5][O:6][CH2:7][C:8]1[CH:13]=[CH:12][CH:11]=[C:10]([O:14][C:15]2[CH:20]=[CH:19][CH:18]=[CH:17][CH:16]=2)[CH:9]=1)[CH:3]=O.C1(P(C2C=CC=CC=2)C2C=CC=CC=2)C=CC=CC=1.[C:41](Cl)(Cl)([Cl:43])[Cl:42]>[Zn]>[CH3:1][C:2]([CH3:21])([CH:3]=[C:41]([Cl:43])[Cl:42])[CH2:5][O:6][CH2:7][C:8]1[CH:13]=[CH:12][CH:11]=[C:10]([O:14][C:15]2[CH:20]=[CH:19][CH:18]=[CH:17][CH:16]=2)[CH:9]=1. Reported procedure: A mixture of 2,2-dimethyl-3-(3-phenoxybenzyloxy)propan-1-al (0.25 g), triphenylphosphine (0.47 g), zinc dust (0.12 g) and carbon tetrachloride (0.2 cm3) was heated at the relux temperature for one hour. After cooling to the ambient temperature (ca 25° C.) the mixture was diluted with petroleum ether (boiling range 40°-60° C.) and the solid component removed by filtration. The filtrate was concentrated by evaporation of the solvent under reduced pressure, and the residual oil subjected to purific... Reactants: COC1=CC(=C(C#N)C=C1C)[N+](=O)[O-] (4-methoxy-5-methyl-2-nitro-benzonitrile), S(O)(O)(=O)=O (sulphuric acid). Solvent: O (water). Run at temperature 105 celsius, time 2.5 hour. Yields the product COC1=CC(=C(C(=O)N)C=C1C)[N+](=O)[O-] (4-Methoxy-5-methyl-2-nitrobenzamide). Isolated yield 83.0%. Reaction SMILES: [CH3:1][O:2][C:3]1[C:10]([CH3:11])=[CH:9][C:6]([C:7]#[N:8])=[C:5]([N+:12]([O-:14])=[O:13])[CH:4]=1.S(=O)(=O)(O)[OH:16]>O>[CH3:1][O:2][C:3]1[C:10]([CH3:11])=[CH:9][C:6]([C:7]([NH2:8])=[O:16])=[C:5]([N+:12]([O-:14])=[O:13])[CH:4]=1. Reported procedure: To a mixture of 4-methoxy-5-methyl-2-nitro-benzonitrile (8 g, 40 mmol) and water (50 ml) was added concentrated sulphuric acid (65 ml) and the mixture was stirred for 2.5 hours at 100-110° C. The mixture was allowed to stay overnight, filtered, washed with water and dried which gave the title compound (7 g, 83%). RXN SMILES: [CH2:1]([c:2]1[cH:3][cH:4][cH:5][cH:6][cH:7]1)[O:8][c:9]1[cH:10][cH:11][c:12]([O:29][CH:30]([CH3:31])[CH3:32])[c:13](-[c:15]2[n:16][c:17]3[c:18]([n:19][c:20]([CH2:23][C:24](=[O:25])[O:26][CH3:27])[cH:21][cH:22]3)[nH:28]2)[cH:14]1.[CH3:48][OH:49].[Na+:34].[OH-:33].[OH:35][C:36]([CH2:37][C:38]([C:39](=[O:40])[OH:41])([CH2:42][C:43](=[O:44])[OH:45])[OH:46])=[O:47]>>[CH2:1]([c:2]1[cH:3][cH:4][cH:5][cH:6][cH:7]1)[O:8][c:9]1[cH:10][cH:11][c:12]([O:29][CH:30]([CH3:31])[CH3:32])[c:13](-[c:15]2[n:16][c:17]3[c:18]([n:19][c:20]([CH2:23][C:24](=[O:25])[OH:26])[cH:21][cH:22]3)[nH:28]2)[cH:14]1. Yields the product CC(C)Oc1ccc(OCc2ccccc2)cc1-c1nc2ccc(CC(=O)O)nc2[nH]1. Reactants: COC(=O)Cc1ccc2nc(-c3cc(OCc4ccccc4)ccc3OC(C)C)[nH]c2n1, CO, [Na+], [OH-], O=C(O)CC(O)(CC(=O)O)C(=O)O.